Dataset: the Open Reaction Database (ORD), a public repository of structured organic reaction records. Task: describe an organic reaction: reactants, conditions, products, and yield The reactants are ClCCN(C(OC(C)(C)C)=O)CCCl (tert-butyl bis(2-chloroethyl)carbamate), Cl (hydrochloric acid), C[Si](C)(C)[N-][Si](C)(C)C.[Li+] (Lithium bis(trimethylsilyl)amide), BrC1=CC=C2CC(NC2=C1)=O (6-bromoindolin-2-one). The solvent is C1CCOC1 (THF), O1CCCC1 (tetrahydrofuran). Run at time 15 minute. The product is BrC1=CC=C2C(=C1)NC(C21CCN(CC1)C(=O)OC(C)(C)C)=O (tert-Butyl 6-bromo-2-oxospiro[indoline-3,4′-piperidine]-1′-carboxylate). Yield: 22.3%. RXN SMILES: C[Si]([N-][Si](C)(C)C)(C)C.[Li+].[Br:11][C:12]1[CH:20]=[C:19]2[C:15]([CH2:16][C:17](=[O:21])[NH:18]2)=[CH:14][CH:13]=1.Cl[CH2:23][CH2:24][N:25]([CH2:33][CH2:34]Cl)[C:26](=[O:32])[O:27][C:28]([CH3:31])([CH3:30])[CH3:29].Cl>O1CCCC1>[Br:11][C:12]1[CH:20]=[C:19]2[NH:18][C:17](=[O:21])[C:16]3([CH2:34][CH2:33][N:25]([C:26]([O:27][C:28]([CH3:30])([CH3:29])[CH3:31])=[O:32])[CH2:24][CH2:23]3)[C:15]2=[CH:14][CH:13]=1 |f:0.1|. Reported procedure: Lithium bis(trimethylsilyl)amide (1.0M in tetrahydrofuran, 2.80 mL, 2.80 mmol) was added dropwise to a stirred suspension of 6-bromoindolin-2-one (preparation 1, 0.20 g, 0.94 mmol) in tetrahydrofuran (1.5 mL) at 0° C. The mixture was stirred for 15 minutes, then tert-butyl bis(2-chloroethyl)carbamate (0.25 g, 1.04 mmol) in THF (1 mL) was added dropwise and the mixture was warmed to room temperature. After stirring overnight, 2M aqueous hydrochloric acid was added to the reaction and the mixture ... Reactants: COC(=O)C1=NC(=CN=C1)C(=O)OC (2,6-dimethoxycarbonylpyrazine), NC(CO)(CO)C (2-amino-2-methyl-1,3-propanediol). Run in C(C)O (ethanol). Conditions: temperature 20 celsius. Yields the product OCC(CO)(C)NC(=O)C1=NC(=CN=C1)C(=O)NC(CO)(CO)C (N,N′-bis(1,3-dihydroxy-2-methyl-2-propyl)pyrazine-2,6-dicarboxamide). Yield: 30.4%. RXN SMILES: CO[C:3]([C:5]1[CH:10]=[N:9][CH:8]=[C:7]([C:11]([O:13]C)=O)[N:6]=1)=[O:4].[NH2:15][C:16]([CH3:21])([CH2:19][OH:20])[CH2:17][OH:18]>C(O)C>[OH:18][CH2:17][C:16]([NH:15][C:11]([C:7]1[CH:8]=[N:9][CH:10]=[C:5]([C:3]([NH:15][C:16]([CH3:21])([CH2:19][OH:20])[CH2:17][OH:18])=[O:4])[N:6]=1)=[O:13])([CH3:21])[CH2:19][OH:20]. Procedure: A solution of 500 mg of 2,6-dimethoxycarbonylpyrazine and 525 mg of 2-amino-2-methyl-1,3-propanediol in 5 cm3 of ethanol is heated at a temperature in the region of the reflux temperature for 3 hours. The reaction mixture is cooled to a temperature of 20° C. and the white solid formed is then filtered off and washed with twice 5 cm3 of ethanol. 260 mg of N,N′-bis(1,3-dihydroxy-2-methyl-2-propyl)pyrazine-2,6-dicarboxamide are thus obtained in the form of a white solid melting at 169° C. [1H NMR s... Starting materials: BrCc1ccccc1, CC(C)(C)OC(=O)NC(Cc1ccccc1)(Cc1ccccc1)C(=O)O, O=C([O-])[O-], [Cs+], [Cs+], CN(C)C=O, O. Product: CC(C)(C)OC(=O)NC(Cc1ccccc1)(Cc1ccccc1)C(=O)OCc1ccccc1. Reaction SMILES: [Br:38][CH2:39][c:40]1[cH:41][cH:42][cH:43][cH:44][cH:45]1.[C:1](=[O:2])([O:3][C:4]([CH3:5])([CH3:6])[CH3:7])[NH:8][C:9]([C:10](=[O:11])[OH:12])([CH2:13][c:14]1[cH:15][cH:16][cH:17][cH:18][cH:19]1)[CH2:20][c:21]1[cH:22][cH:23][cH:24][cH:25][cH:26]1.[C:27](=[O:28])([O-:29])[O-:30].[Cs+:31].[Cs+:32].[O:33]=[CH:34][N:35]([CH3:36])[CH3:37].[OH2:46]>>[C:1](=[O:2])([O:3][C:4]([CH3:5])([CH3:6])[CH3:7])[NH:8][C:9]([C:10]([O:11][CH2:39][c:40]1[cH:41][cH:42][cH:43][cH:44][cH:45]1)=[O:12])([CH2:13][c:14]1[cH:15][cH:16][cH:17][cH:18][cH:19]1)[CH2:20][c:21]1[cH:22][cH:23][cH:24][cH:25][cH:26]1. Reactants: BrC1=C(C(=CC(=C1)Cl)F)NC(=O)NC1CCN(CC1)C(=O)OC(C)(C)C (1,1-Dimethylethyl 4-({[(2-bromo-4-chloro-6-fluorophenyl)amino]-carbonyl}amino)-1-piperidinecarboxylate), C=1C=CC(=CC1)P(C=2C=CC=CC2)C3=CC=C4C=CC=CC4=C3C5=C6C=CC=CC6=CC=C5P(C=7C=CC=CC7)C=8C=CC=CC8 (BINAP). The reagents and catalysts are C=1C=CC(=CC1)/C=C/C(=O)/C=C/C2=CC=CC=C2.C=1C=CC(=CC1)/C=C/C(=O)/C=C/C2=CC=CC=C2.C=1C=CC(=CC1)/C=C/C(=O)/C=C/C2=CC=CC=C2.[Pd].[Pd] (Pd2 dba3). Run in O1CCOCC1 (1,4-dioxane). Run at temperature 80 celsius. Product: ClC=1C=C(C2=C(N(C(N2)=O)C2CCN(CC2)C(=O)OC(C)(C)C)C1)F (1,1-Dimethylethyl 4-(6-chloro-4-fluoro-2-oxo-2,3-dihydro-1H-benzimidazol-1-yl)-1-piperidinecarboxylate). As a reaction SMILES: Br[C:2]1[CH:7]=[C:6]([Cl:8])[CH:5]=[C:4]([F:9])[C:3]=1[NH:10][C:11]([NH:13][CH:14]1[CH2:19][CH2:18][N:17]([C:20]([O:22][C:23]([CH3:26])([CH3:25])[CH3:24])=[O:21])[CH2:16][CH2:15]1)=[O:12].C1C=CC(P(C2C(C3C(P(C4C=CC=CC=4)C4C=CC=CC=4)=CC=C4C=3C=CC=C4)=C3C(C=CC=C3)=CC=2)C2C=CC=CC=2)=CC=1>C1C=CC(/C=C/C(/C=C/C2C=CC=CC=2)=O)=CC=1.C1C=CC(/C=C/C(/C=C/C2C=CC=CC=2)=O)=CC=1.C1C=CC(/C=C/C(/C=C/C2C=CC=CC=2)=O)=CC=1.[Pd].[Pd].O1CCOCC1>[Cl:8][C:6]1[CH:5]=[C:4]([F:9])[C:3]2[NH:10][C:11](=[O:12])[N:13]([CH:14]3[CH2:19][CH2:18][N:17]([C:20]([O:22][C:23]([CH3:26])([CH3:25])[CH3:24])=[O:21])[CH2:16][CH2:15]3)[C:2]=2[CH:7]=1 |f:2.3.4.5.6|. Reported procedure: Under an argon atmosphere, 1,1-dimethylethyl 4-({[(2-bromo-4-chloro-6 fluorophenyl)amino]carbonyl}amino)-1-piperidinecarboxylate (D7) (1.09 mmol, 0.493 g), 1,4-dioxane (4.4 ml), Pd2 dba3 (0.05 eq., 0.054 mmol, 50 mg), BINAP (0.055 eq., 0.059 mmol, 37 mg), NatBuO (1.5 eq., 1.63 mmol, 157 mg) were mixed together and heated to 80° C. under argon for 4 days. The reaction mixture was cooled to room temperature, quenched with water and the aqueous solution obtained was extracted with ethyl acetate. Th...